Dataset: the Open Reaction Database (ORD), a public repository of structured organic reaction records. Task: describe an organic reaction: reactants, conditions, products, and yield Reactants: O=C(O)c1ccc(C(=O)c2ccccc2)cc1, CCN=C=NCCCN(C)C, CCN(C(C)C)C(C)C, Cl, O=C(O)C(F)(F)F, NCC(=O)N1CCN(C(=O)c2ccccc2C(F)(F)F)CC1, CN(C)C=O, O, On1nnc2ccccc21. Yields the product O=C(NCC(=O)N1CCN(C(=O)c2ccccc2C(F)(F)F)CC1)c1ccc(C(=O)c2ccccc2)cc1. As a reaction SMILES: [C:61]([c:62]1[cH:63][cH:64][cH:65][cH:66][cH:67]1)(=[O:68])[c:69]1[cH:70][cH:71][c:72]([C:73](=[O:74])[OH:75])[cH:76][cH:77]1.[CH3:49][CH2:50][N:51]=[C:52]=[N:53][CH2:54][CH2:55][CH2:56][N:57]([CH3:58])[CH3:59].[CH:1]([N:2]([CH2:3][CH3:4])[CH:5]([CH3:6])[CH3:7])([CH3:8])[CH3:9].[ClH:60].[F:32][C:33]([F:34])([F:35])[C:36]([OH:37])=[O:38].[NH2:10][CH2:11][C:12](=[O:13])[N:14]1[CH2:15][CH2:16][N:17]([C:20]([c:21]2[c:22]([C:27]([F:28])([F:29])[F:30])[cH:23][cH:24][cH:25][cH:26]2)=[O:31])[CH2:18][CH2:19]1.[O:78]=[CH:79][N:80]([CH3:81])[CH3:82].[OH2:83].[OH:39][n:40]1[c:41]2[c:42]([cH:43][cH:44][cH:45][cH:46]2)[n:47][n:48]1>>[NH:10]([CH2:11][C:12](=[O:13])[N:14]1[CH2:15][CH2:16][N:17]([C:20]([c:21]2[c:22]([C:27]([F:28])([F:29])[F:30])[cH:23][cH:24][cH:25][cH:26]2)=[O:31])[CH2:18][CH2:19]1)[C:73]([c:72]1[cH:71][cH:70][c:69]([C:61]([c:62]2[cH:63][cH:64][cH:65][cH:66][cH:67]2)=[O:68])[cH:77][cH:76]1)=[O:74]. Starting materials: COC=1C=C(C=CC1OC)C (3,4-dimethoxytoluene), COC(C(C#N)=C)OC (2-dimethoxymethylacrylonitrile), stannic chloride. Run in C(Cl)Cl (methylene chloride). Conditions: time 6 hour. The product is COC1=C(C=C(C(=C1)CC(=COC)C#N)C)OC (1,2-dimethoxy-4-methyl-5-(2-cyano-3-methoxy-2-propenyl)benzene). Reaction SMILES: [CH3:1][O:2][C:3]1[CH:4]=[C:5]([CH3:11])[CH:6]=[CH:7][C:8]=1[O:9][CH3:10].[CH3:12][O:13][CH:14](OC)[C:15](=[CH2:18])[C:16]#[N:17]>C(Cl)Cl>[CH3:10][O:9][C:8]1[CH:7]=[C:6]([CH2:18][C:15]([C:16]#[N:17])=[CH:14][O:13][CH3:12])[C:5]([CH3:11])=[CH:4][C:3]=1[O:2][CH3:1]. Procedure details: To a solution of 10 g. of 3,4-dimethoxytoluene and 9.6 g. of 2-dimethoxymethylacrylonitrile in 200 ml. of dry methylene chloride was added dropwise at 0°, 2.3 ml. (0.0197 mole) of stannic chloride. The reaction mixture was stirred for 6 hours at 20°-25°, diluted with 500 ml. of ether, and the resulting solution washed with a 5% sodium bicarbonate solution until the aqueous layer remained basic. The combined aqueous washings were backwashed with ether and the organic layers were then combined and... Product: O=C1CCN(CC1)C1C2=C(OCC3=C1C=CC=C3)C=CC(=C2)Br (11-(4-oxopiperidin-1-yl)-2-bromo-6,11-dihydrodibenz[b,e]oxepin). Solvent: Cl (HCl). Isolated yield 100.0%. Reported procedure: Step 2): A suspension of 11-(1,4-dioxa-8-azaspiro[4,5]decane-8-yl)-2-bromo-6,11-dihydrodibenz[b,e]oxepin (5.5 g, 13.2 mmol) in 4N HCl was heated at 60°-70° C. for 30 minutes. Then ethanol was added to the mixture. The mixture was heated at 60°-70° C. for 1.5 hours. After ethanol was evaporated, the reaction mixture was made alkaline with 50% NaOH solution, then extracted with ethyl acetate and chloroform. The organic layer was washed with water, dried (MgSO4) and concentrated to give 11-(4-oxopi... Starting materials: O1CCOC12CCN(CC2)C2C1=C(OCC3=C2C=CC=C3)C=CC(=C1)Br (11-(1,4-dioxa-8-azaspiro[4,5]decane-8-yl)-2-bromo-6,11-dihydrodibenz[b,e]oxepin), C(C)O (ethanol). Reaction SMILES: O1[C:5]2([CH2:10][CH2:9][N:8]([CH:11]3[C:17]4[CH:18]=[CH:19][CH:20]=[CH:21][C:16]=4[CH2:15][O:14][C:13]4[CH:22]=[CH:23][C:24]([Br:26])=[CH:25][C:12]3=4)[CH2:7][CH2:6]2)[O:4]CC1.C(O)C>Cl>[O:4]=[C:5]1[CH2:10][CH2:9][N:8]([CH:11]2[C:17]3[CH:18]=[CH:19][CH:20]=[CH:21][C:16]=3[CH2:15][O:14][C:13]3[CH:22]=[CH:23][C:24]([Br:26])=[CH:25][C:12]2=3)[CH2:7][CH2:6]1. Procedure details: To a stirred solution of tert-butyl 2(R)-[(3,4-methylendioxybenzyl)-(2,6-dimethyl-4-methoxybenzenesulfonyl)amino]-3-phthalimido-propionate (3.9 g, 6.2 mmol) in a mixture of 78% methylene chloride/methanol (47 ml) was added hydrazine hydrate (3.9 ml, 125 mmol) and the mixture was stirred for five hours, at which time a solid precipitate of phthalhydrazide was observed to form. The material was filtered, washing with methylene chloride, to remove the precipitate. The filtrate was then evaporated o... The reactants are O.NN (hydrazine hydrate), C1OC=2C=C(CN([C@@H](C(=O)OC(C)(C)C)CN3C(C=4C(C3=O)=CC=CC4)=O)S(=O)(=O)C4=C(C=C(C=C4C)OC)C)C=CC2O1 (tert-butyl 2(R)-[(3,4-methylendioxybenzyl)-(2,6-dimethyl-4-methoxybenzenesulfonyl)amino]-3-phthalimido-propionate), C(C=1C(C(=O)NN)=CC=CC1)(=O)NN (phthalhydrazide). The product is C1OC=2C=C(CN([C@@H](C(=O)OC(C)(C)C)CN)S(=O)(=O)C3=C(C=C(C=C3C)OC)C)C=CC2O1 (tert-butyl 2(R)-[(3,4-methylendioxybenzyl)-(2,6-dimethyl-4-methoxybenzenesulfonyl)amino]-3-amino-propionate). Yield: 98.2%. As a reaction SMILES: [CH2:1]1[O:44][C:43]2[CH:42]=[CH:41][C:5]([CH2:6][N:7]([S:28]([C:31]3[C:36]([CH3:37])=[CH:35][C:34]([O:38][CH3:39])=[CH:33][C:32]=3[CH3:40])(=[O:30])=[O:29])[C@H:8]([CH2:16][N:17]3C(=O)C4=CC=CC=C4C3=O)[C:9]([O:11][C:12]([CH3:15])([CH3:14])[CH3:13])=[O:10])=[CH:4][C:3]=2[O:2]1.O.NN.C(NN)(=O)C1C(=CC=CC=1)C(NN)=O>C(Cl)Cl.CO>[CH2:1]1[O:44][C:43]2[CH:42]=[CH:41][C:5]([CH2:6][N:7]([S:28]([C:31]3[C:32]([CH3:40])=[CH:33][C:34]([O:38][CH3:39])=[CH:35][C:36]=3[CH3:37])(=[O:30])=[O:29])[C@H:8]([CH2:16][NH2:17])[C:9]([O:11][C:12]([CH3:13])([CH3:14])[CH3:15])=[O:10])=[CH:4][C:3]=2[O:2]1 |f:1.2,4.5|. Run in C(Cl)Cl.CO (methylene chloride methanol). Reactants: NC=1C=C(C=CC1C)O (3-amino-4-methylphenol), semicarbazone, C(C)O (ethanol). Reagents/catalysts: [Pd] (palladium on carbon). Product: OC1=CC=C2C=CNC2=C1 (6-hydroxyindole). Isolated yield 38.0%. Reaction SMILES: [NH2:1][C:2]1[CH:3]=[C:4]([OH:9])[CH:5]=[CH:6][C:7]=1[CH3:8].[CH2:10](O)C>[Pd]>[OH:9][C:4]1[CH:3]=[C:2]2[C:7]([CH:8]=[CH:10][NH:1]2)=[CH:6][CH:5]=1. Procedure details: The semicarbazone obtained above was reduced catalytically using 10% palladium on carbon in ethanol to yield a mixture of 6-hydroxyindole 38% yield, mp 124°-6° C., and 3-amino-4-methylphenol which were separated by column chromatography. The reactants are C(C)C1(OCCC2=C1NC1=C(C=CC=C21)I)CC(=O)OC (1-ethyl-8-iodo-1,3,4,9-tetrahydropyrano[3,4-b]indole-1-acetic acid, methyl ester), copper (I) methyl acetylide, N1=CC=CC=C1 (pyridine), Cl (HCl). Yields the product C(C)C1(OCCC2=C1NC1=C(C=CC=C21)C#CC)CC(=O)OC (1-Ethyl-8-(1-propynyl)-1,3,4,9-tetrahydropyrano[3,4-b]indole-1-acetic Acid, Methyl Ester). RXN SMILES: [CH2:1]([C:3]1([CH2:17][C:18]([O:20][CH3:21])=[O:19])[C:8]2[NH:9][C:10]3[C:15]([C:7]=2[CH2:6][CH2:5][O:4]1)=[CH:14][CH:13]=[CH:12][C:11]=3I)[CH3:2].Cl.N1C=C[CH:26]=[CH:25][CH:24]=1>>[CH2:1]([C:3]1([CH2:17][C:18]([O:20][CH3:21])=[O:19])[C:8]2[NH:9][C:10]3[C:15]([C:7]=2[CH2:6][CH2:5][O:4]1)=[CH:14][CH:13]=[CH:12][C:11]=3[C:24]#[C:25][CH3:26])[CH3:2]. Procedure: A mixture of 1-ethyl-8-iodo-1,3,4,9-tetrahydropyrano[3,4-b]indole-1-acetic acid, methyl ester (5.93 g, 14.86 mmol), copper (I) methyl acetylide (3.05 g, 29.72 mmol), and 75 mL of dry pyridine was refluxed, under a flow of nitrogen, for 6 hours. The mixture was then poured into 100 mL of 1N HCl and the aqueous solution was extracted with ether. The combined extracts were washed with 1N HCl and saturated NaCl, dried over magnesium sulfate, filtered and concentrated to give the crude product. The m...